This data is from the Open Reaction Database (ORD), a public repository of structured organic reaction records. The task is: describe an organic reaction: reactants, conditions, products, and yield The reactants are [BH3-]C#N, C1CCOC1, CC(=O)O, CO, O=C1Cc2ccc([N+](=O)[O-])cc2C1, NCc1ccccc1, [Na+]. Product: O=[N+]([O-])c1ccc2c(c1)CC(NCc1ccccc1)C2. Reaction SMILES: [C:26]([BH3-:27])#[N:28].[CH2:32]1[O:33][CH2:34][CH2:35][CH2:36]1.[CH3:22][C:23](=[O:24])[OH:25].[CH3:30][OH:31].[N+:1](=[O:2])([O-:3])[c:4]1[cH:5][c:6]2[c:10]([cH:11][cH:12]1)[CH2:9][C:8](=[O:13])[CH2:7]2.[NH2:14][CH2:15][c:16]1[cH:17][cH:18][cH:19][cH:20][cH:21]1.[Na+:29]>>[N+:1](=[O:2])([O-:3])[c:4]1[cH:5][c:6]2[c:10]([cH:11][cH:12]1)[CH2:9][CH:8]([NH:14][CH2:15][c:16]1[cH:17][cH:18][cH:19][cH:20][cH:21]1)[CH2:7]2.